From a dataset of the Open Reaction Database (ORD), a public repository of structured organic reaction records. describe an organic reaction: reactants, conditions, products, and yield Starting materials: OCc1ccccc1, COc1ccc2c(Cl)cc[n+]([O-])c2c1C, [H-], [Na+], CN(C)C=O, O. Product: COc1ccc2c(OCc3ccccc3)cc[n+]([O-])c2c1C. Reaction SMILES: [CH2:3]([c:4]1[cH:5][cH:6][cH:7][cH:8][cH:9]1)[OH:10].[Cl:11][c:12]1[cH:13][cH:14][n+:15]([O-:25])[c:16]2[c:17]([CH3:24])[c:18]([O:22][CH3:23])[cH:19][cH:20][c:21]12.[H-:2].[Na+:1].[O:27]=[CH:28][N:29]([CH3:30])[CH3:31].[OH2:26]>>[CH2:3]([c:4]1[cH:5][cH:6][cH:7][cH:8][cH:9]1)[O:10][c:12]1[cH:13][cH:14][n+:15]([O-:25])[c:16]2[c:17]([CH3:24])[c:18]([O:22][CH3:23])[cH:19][cH:20][c:21]12. Starting materials: Cl.C1(CCC1)CN1CCC2(CC1)C1=CC=CC=C1SC=1C(=CC=CC12)OC (1'-cyclobutylmethyl-4-methoxythioxanthene-9-spiro-4'-piperidine hydrochloride), [OH-].[Na+] (NaOH), [Al] (aluminium), C(Cl)(Cl)(Cl)Cl.C(=O)=O (carbontetrachloride dry-ice), B(Br)(Br)Br (boron tribromide). Run in C(Cl)Cl (methylene chloride). Reaction conditions: time 1.5 hour. Product: O.Cl.C1(CCC1)CN1CCC2(CC1)C1=CC=CC=C1SC=1C(=CC=CC12)O.C1(CCC1)CN1CCC2(CC1)C1=CC=CC=C1SC=1C(=CC=CC12)O.Cl (1'-cyclobutylmethyl-4-hydroxythioxanthene-9-spiro-4'-piperidine hydrochloride hemihydrate). As a reaction SMILES: [ClH:1].[CH:2]1([CH2:6][N:7]2[CH2:12][CH2:11][C:10]3([C:25]4[CH:24]=[CH:23][CH:22]=[C:21]([O:26]C)[C:20]=4[S:19][C:18]4[C:13]3=[CH:14][CH:15]=[CH:16][CH:17]=4)[CH2:9][CH2:8]2)[CH2:5][CH2:4][CH2:3]1.[Al].C(Cl)(Cl)(Cl)[Cl:30].C(=O)=O.B(Br)(Br)Br.[OH-].[Na+]>C(Cl)Cl>[OH2:26].[ClH:30].[CH:2]1([CH2:6][N:7]2[CH2:12][CH2:11][C:10]3([C:25]4[CH:24]=[CH:23][CH:22]=[C:21]([OH:26])[C:20]=4[S:19][C:18]4[C:13]3=[CH:14][CH:15]=[CH:16][CH:17]=4)[CH2:9][CH2:8]2)[CH2:3][CH2:4][CH2:5]1.[CH:2]1([CH2:6][N:7]2[CH2:12][CH2:11][C:10]3([C:25]4[CH:24]=[CH:23][CH:22]=[C:21]([OH:26])[C:20]=4[S:19][C:18]4[C:13]3=[CH:14][CH:15]=[CH:16][CH:17]=4)[CH2:9][CH2:8]2)[CH2:3][CH2:4][CH2:5]1.[ClH:1] |f:0.1,3.4,6.7,9.10.11.12.13|. Procedure details: A stirred solution of 1'-cyclobutylmethyl-4-methoxythioxanthene-9-spiro-4'-piperidine hydrochloride (600 mg.) in dry methylene chloride (12 ml.) in an atmosphere of nitrogen, protected from light using aluminium foil and at -10° C. (carbontetrachloride/dry-ice bath), is treated with boron tribromide (0.6 ml.) in one portion. The reaction temperature is allowed to rise to ambient temperature and stirring is continued for 1.5 hours. The suspension is cooled in ice, treated dropwise with 2N--NaOH s... Reactants: C(C=O)(=O)O (glyoxylic acid), O (water), C(C)C1=C(N)C=CC=C1 (2-ethylaniline). Solvent: CO (methanol). Product: NC1=C(C=C(C=C1)C(C(=O)O)C1=CC(=C(C=C1)N)CC)CC (di(4-amino-3-ethylphenyl)acetic acid). RXN SMILES: [C:1]([OH:5])(=[O:4])[CH:2]=O.O.[CH2:7]([C:9]1[CH:15]=[CH:14][CH:13]=[CH:12][C:10]=1[NH2:11])[CH3:8]>CO>[NH2:11][C:10]1[CH:12]=[CH:13][C:14]([CH:2]([C:14]2[CH:13]=[CH:12][C:10]([NH2:11])=[C:9]([CH2:7][CH3:8])[CH:15]=2)[C:1]([OH:5])=[O:4])=[CH:15][C:9]=1[CH2:7][CH3:8]. Procedure: A mixture of glyoxylic acid 50% w/v (3.05 parts), water (20 parts) and methanol (10 parts) was stirred at ambient temperature. 2-ethylaniline (5.0 parts) was added and the mixture was stirred under reflux for 2 hours. After cooling to ambient temperature, the product was isolated by filtration, washed with a little water (50 parts) and dried to yield di(4-amino-3-ethylphenyl)acetic acid (5.5 parts). Starting materials: CC(NC(=O)Cc1cc(F)cc(F)c1)C(=O)O, NC1CCCCCNC(=O)C1. Product: CC(NC(=O)Cc1cc(F)cc(F)c1)C(=O)NC1CCCCCNC(=O)C1. RXN SMILES: [F:1][c:2]1[cH:3][c:4]([CH2:9][C:10](=[O:11])[NH:12][CH:13]([CH3:14])[C:15](=[O:16])[OH:17])[cH:5][c:6]([F:8])[cH:7]1.[NH2:18][CH:19]1[CH2:20][C:21](=[O:22])[NH:23][CH2:24][CH2:25][CH2:26][CH2:27][CH2:28]1>>[F:1][c:2]1[cH:3][c:4]([CH2:9][C:10](=[O:11])[NH:12][CH:13]([CH3:14])[C:15](=[O:17])[NH:18][CH:19]2[CH2:20][C:21](=[O:22])[NH:23][CH2:24][CH2:25][CH2:26][CH2:27][CH2:28]2)[cH:5][c:6]([F:8])[cH:7]1.